This data is from the Open Reaction Database (ORD), a public repository of structured organic reaction records. The task is: describe an organic reaction: reactants, conditions, products, and yield Reactants: O=C(n1ccnc1)n1ccnc1, CCOC(=O)CC(=O)[O-], CCOC(C)=O, O=C(O)c1ccc(Cl)s1, Cl, [Mg+], C1CCOC1, O. Product: CCOC(=O)CC(=O)c1ccc(Cl)s1. Reaction SMILES: [C:10]([n:11]1[cH:12][cH:13][n:14][cH:15]1)([n:16]1[cH:17][cH:18][n:19][cH:20]1)=[O:21].[C:23]([CH2:24][C:25]([O-:26])=[O:27])(=[O:28])[O:29][CH2:30][CH3:31].[CH3:38][CH2:39][O:40][C:41](=[O:42])[CH3:43].[Cl:1][c:2]1[cH:3][cH:4][c:5]([C:7](=[O:8])[OH:9])[s:6]1.[ClH:32].[Mg+:22].[O:33]1[CH2:34][CH2:35][CH2:36][CH2:37]1.[OH2:44]>>[Cl:1][c:2]1[cH:3][cH:4][c:5]([C:7](=[O:9])[CH2:24][C:23](=[O:28])[O:29][CH2:30][CH3:31])[s:6]1. Reactants: CCO (EtOH), C(CCC(=O)O)(=O)O (succinic acid), N12C[C@@H](C(CC1)CC2)OC(=O)N2C(C1=CC=CC=C1CC2)C2=CC=CC=C2 ((1RS)-1-phenyl-1,2,3,4-tetrahydroisoquinoline-2-carboxylic acid (3R)-quinuclidin-3-yl ester). Run in CCOC(=O)C (EtOAc). Run at temperature 50 celsius. Yields the product C=1C=CC(=CC1)[C@H]2C=3C=CC=CC3CCN2C(=O)O[C@H]4CN5CCC4CC5.C(CC(=O)O)C(=O)O (solifenacin succinate). Reaction SMILES: CCO.[C:4]([OH:11])(=[O:10])[CH2:5][CH2:6][C:7]([OH:9])=[O:8].[N:12]12[CH2:19][CH2:18][CH:15]([CH2:16][CH2:17]1)[C@@H:14]([O:20][C:21]([N:23]1[CH2:32][CH2:31][C:30]3[C:25](=[CH:26][CH:27]=[CH:28][CH:29]=3)[CH:24]1[C:33]1[CH:38]=[CH:37][CH:36]=[CH:35][CH:34]=1)=[O:22])[CH2:13]2>CCOC(C)=O>[CH:36]1[CH:37]=[CH:38][C:33]([C@@H:24]2[N:23]([C:21]([O:20][C@@H:14]3[CH:15]4[CH2:16][CH2:17][N:12]([CH2:19][CH2:18]4)[CH2:13]3)=[O:22])[CH2:32][CH2:31][C:30]3[CH:29]=[CH:28][CH:27]=[CH:26][C:25]2=3)=[CH:34][CH:35]=1.[CH2:5]([C:4]([OH:11])=[O:10])[CH2:6][C:7]([OH:9])=[O:8] |f:4.5|. Reported procedure: A 6 ml portion of EtOH, 14 ml of EtOAc and 1.30 g of succinic acid were added to the thus obtained (1RS)-1-phenyl-1,2,3,4-tetrahydroisoquinoline-2-carboxylic acid (3R)-quinuclidin-3-yl ester, dissolved by heating and cooled to 50° C., and then 0.003 g of seed crystal of solifenacin succinate produced in the same manner as in Example 1A was added thereto. This mixture was cooled to 30° C., and then again heated to 50° C. This was kept at 50° C. for 2 hours and then cooled to 0° C. spending 5 hour...